From a dataset of the Open Reaction Database (ORD), a public repository of structured organic reaction records. describe an organic reaction: reactants, conditions, products, and yield Reactants: [N+](=O)(O)[O-] (nitric acid), S(O)(O)(=O)=O (sulfuric acid), OC1=NC(=CC(=N1)O)OC (2,4-dihydroxy-6-methoxypyrimidine). The solvent is ice water. Reaction conditions: time 1 hour. Product: OC1=NC(=C(C(=N1)O)[N+](=O)[O-])OC (2,4-Dihydroxy-6-methoxy-5-nitropyrimidine). Reaction SMILES: [N+:1]([O-:4])(O)=[O:2].S(=O)(=O)(O)O.[OH:10][C:11]1[N:16]=[C:15]([OH:17])[CH:14]=[C:13]([O:18][CH3:19])[N:12]=1>>[OH:10][C:11]1[N:16]=[C:15]([OH:17])[C:14]([N+:1]([O-:4])=[O:2])=[C:13]([O:18][CH3:19])[N:12]=1. Procedure details: To a suspension of barbituric acid (51.2 g) in methanol (1 L) was added concentrated sulfuric acid (80 mL) in a dropwise manner over 20 minutes, and the mixture was stirred at room temperature for 22 hours. The crystals were collected by filtration. The collected crystals were washed with methanol, cold water and diethyl ether successively, and dried under reduced pressure to give 2,4-dihydroxy-6-methoxypyrimidine (52.9 g). To a mixture of fuming nitric acid (20 mL) and concentrated sulfuric aci... The reactants are CCOC(=O)c1oc2c(Cl)cc(Cl)c(OC)c2c1C, C1CCOC1, [Li+], [OH-]. Product: COc1c(Cl)cc(Cl)c2oc(C(=O)O)c(C)c12. As a reaction SMILES: [CH2:1]([CH3:2])[O:3][C:4](=[O:5])[c:6]1[o:7][c:8]2[c:9]([c:10]1[CH3:11])[c:12]([O:18][CH3:19])[c:13]([Cl:17])[cH:14][c:15]2[Cl:16].[CH2:22]1[O:23][CH2:24][CH2:25][CH2:26]1.[Li+:21].[OH-:20]>>[O:3]=[C:4]([OH:5])[c:6]1[o:7][c:8]2[c:9]([c:10]1[CH3:11])[c:12]([O:18][CH3:19])[c:13]([Cl:17])[cH:14][c:15]2[Cl:16]. Reactants: CC(=O)N1C=C(c2ccccc2)N(CC(=O)O)C(=O)C1C(C)C, CN1CCOCC1, CS(C)=O, CC(C)COC(=O)Cl, Cl, NC(Cc1ccccc1)C(O)c1nccs1, C1CCOC1, O. The product is CC(=O)N1C=C(c2ccccc2)N(CC(=O)NC(Cc2ccccc2)C(O)c2nccs2)C(=O)C1C(C)C. As a reaction SMILES: [C:8]([CH3:9])(=[O:10])[N:11]1[CH:12]([CH:28]([CH3:29])[CH3:30])[C:13](=[O:27])[N:14]([CH2:23][C:24](=[O:25])[OH:26])[C:15]([c:17]2[cH:18][cH:19][cH:20][cH:21][cH:22]2)=[CH:16]1.[CH3:1][N:2]1[CH2:3][CH2:4][O:5][CH2:6][CH2:7]1.[CH3:61][S:62](=[O:63])[CH3:64].[Cl:31][C:32]([O:33][CH2:34][CH:35]([CH3:36])[CH3:37])=[O:38].[ClH:39].[NH2:40][CH:41]([CH:42]([OH:43])[c:44]1[s:45][cH:46][cH:47][n:48]1)[CH2:49][c:50]1[cH:51][cH:52][cH:53][cH:54][cH:55]1.[O:56]1[CH2:57][CH2:58][CH2:59][CH2:60]1.[OH2:65]>>[C:8]([CH3:9])(=[O:10])[N:11]1[CH:12]([CH:28]([CH3:29])[CH3:30])[C:13](=[O:27])[N:14]([CH2:23][C:24](=[O:25])[NH:40][CH:41]([CH:42]([OH:43])[c:44]2[s:45][cH:46][cH:47][n:48]2)[CH2:49][c:50]2[cH:51][cH:52][cH:53][cH:54][cH:55]2)[C:15]([c:17]2[cH:18][cH:19][cH:20][cH:21][cH:22]2)=[CH:16]1.